From a dataset of the Open Reaction Database (ORD), a public repository of structured organic reaction records. describe an organic reaction: reactants, conditions, products, and yield Reactants: NC1=C2C(C(=CN3C2=C(C(=C1F)F)CC3C)C(=O)O)=O (7-Amino-8,9-difluoro-2-methyl-6-oxo-1,2-dihydro-pyrrolo[3,2,1-ij]quinoline-5-carboxylic acid), N1CCCCC1 (piperidine). Run in CN1C(CCC1)=O (N-methylpyrrolidone). Yields the product NC1=C2C(C(=CN3C2=C(C(=C1F)N1CCCCC1)CC3C)C(=O)O)=O (7-amino-8-fluoro-2-methyl-6-oxo-9-(1-piperidyl)-1,2-dihydro-pyrrolo[3,2,1-ij]quinoline-5-carboxylic acid). Isolated yield 48.7%. RXN SMILES: [NH2:1][C:2]1[C:11]([F:12])=[C:10](F)[C:9]2[CH2:14][CH:15]([CH3:16])[N:7]3[C:8]=2[C:3]=1[C:4](=[O:20])[C:5]([C:17]([OH:19])=[O:18])=[CH:6]3.[NH:21]1[CH2:26][CH2:25][CH2:24][CH2:23][CH2:22]1>CN1CCCC1=O>[NH2:1][C:2]1[C:11]([F:12])=[C:10]([N:21]2[CH2:26][CH2:25][CH2:24][CH2:23][CH2:22]2)[C:9]2[CH2:14][CH:15]([CH3:16])[N:7]3[C:8]=2[C:3]=1[C:4](=[O:20])[C:5]([C:17]([OH:19])=[O:18])=[CH:6]3. Procedure details: 7-Amino-8,9-difluoro-2-methyl-6-oxo-1,2-dihydro-pyrrolo[3,2,1-ij]quinoline-5-carboxylic acid (0.5 g) and piperidine (0.8 g) are suspended in N-methylpyrrolidone (10 ml), and the mixture is heated at 110°-120° C. for 5 hours in a sealed tube. The reaction mixture is concentrated to dryness under reduced pressure, and to the residue is added ethyl acetate. The resulting crystals are separated by filtration and recrystallized from N,N-dimethylformamide to give 7-amino-8-fluoro-2-methyl-6-oxo-9-(1-p... The reactants are CO.C(Cl)Cl (CH3OH CH2Cl2), C1(=CC=CC=C1)S(=O)(=O)Cl (benzenesulfonyl chloride), C(C)(C)N1CC2CNCC(C1)C2 (3-Isopropyl-3,7-diazabicyclo[3.3.1]nonane), [OH-].[Na+] (NaOH). Procedure details: A 50-mL, three-necked, round-bottomed flask was equipped with a magnetic stirrer, a standard condenser with a N2 inlet, an ice bath, a 10-mL addition funnel, and a glass stopper. To a stirred, ice cold (5° C.) mixture of the amine (31, 1.03 g, 6.12 mmol) and NaOH pellets (97%, 0.76 g, 18.4 mmol) in H2O (7 mL) and CH2Cl2 (5 mL) was added dropwise a solution of benzenesulfonyl chloride (2.16 g, 12.2 mmol) in CH2Cl2 (5 mL) over 30 min. Stirring of the mixture was continued for an additional 17.5 h ... Isolated yield 28.6%. The product is C1(=CC=CC=C1)S(=O)(=O)N1CC2CN(CC(C1)C2)C(C)C (3-Benzenesulfonyl-7-isopropyl-3,7-diazabicyclo[3.3.1]nonane). Run in C(Cl)Cl (CH2Cl2), C(Cl)Cl (CH2Cl2), O (H2O). RXN SMILES: [CH:1]([N:4]1[CH2:11][CH:10]2[CH2:12][CH:6]([CH2:7][NH:8][CH2:9]2)[CH2:5]1)([CH3:3])[CH3:2].[OH-].[Na+].[C:15]1([S:21](Cl)(=[O:23])=[O:22])[CH:20]=[CH:19][CH:18]=[CH:17][CH:16]=1.CO.C(Cl)Cl>O.C(Cl)Cl>[C:15]1([S:21]([N:8]2[CH2:9][CH:10]3[CH2:12][CH:6]([CH2:5][N:4]([CH:1]([CH3:3])[CH3:2])[CH2:11]3)[CH2:7]2)(=[O:23])=[O:22])[CH:20]=[CH:19][CH:18]=[CH:17][CH:16]=1 |f:1.2,4.5|. Run at time 17.5 hour. Reactants: NCC(COC1=CC(=CC=C1)CN1CCCCC1)O (1-amino-3-[3-(1-piperidinylmethyl)phenoxy]-2-propanol), BrC1=NN=NN1C (5-bromo-1-methyl-1H-tetrazole). Run in C(C)O (ethanol). Conditions: time 15 minute. Product: CN1N=NN=C1NCC(COC1=CC(=CC=C1)CN1CCCCC1)O (1-[(1-Methyl-1H-tetrazol-5-yl)amino]-3-[3-(1-piperidinylmethyl)phenoxy]-2-propanol). Yield: 53.2%. RXN SMILES: [NH2:1][CH2:2][CH:3]([OH:19])[CH2:4][O:5][C:6]1[CH:11]=[CH:10][CH:9]=[C:8]([CH2:12][N:13]2[CH2:18][CH2:17][CH2:16][CH2:15][CH2:14]2)[CH:7]=1.Br[C:21]1[N:25]([CH3:26])[N:24]=[N:23][N:22]=1>C(O)C>[CH3:26][N:25]1[C:21]([NH:1][CH2:2][CH:3]([OH:19])[CH2:4][O:5][C:6]2[CH:11]=[CH:10][CH:9]=[C:8]([CH2:12][N:13]3[CH2:18][CH2:17][CH2:16][CH2:15][CH2:14]3)[CH:7]=2)=[N:22][N:23]=[N:24]1. Procedure details: A solution of 1-amino-3-[3-(1-piperidinylmethyl)phenoxy]-2-propanol (1.19 g) and 5-bromo-1-methyl-1H-tetrazole (0.735 g) in absolute ethanol (6 ml) was heated in an autoclave at 125° for 18 h. The mixture was cooled, evaporated, saturated with sodium carbonate solution (30 ml) and ethyl acetate (30 ml) added. The mixture was stirred for 15 min. and filtered to give a white solid (830 mg) which was recrystallised from ethyl acetate (20 ml) to give the title compound (0.58 g) as white micro-crysta... Starting materials: CCN=C=NCCCN(C)C, Nc1ccccc1, CN(C)C=O, O=C(O)c1ccc(O)cc1. Yields the product O=C(Nc1ccccc1)c1ccc(O)cc1. As a reaction SMILES: [CH3:18][CH2:19][N:20]=[C:21]=[N:22][CH2:23][CH2:24][CH2:25][N:26]([CH3:27])[CH3:28].[NH2:11][c:12]1[cH:13][cH:14][cH:15][cH:16][cH:17]1.[O:29]=[CH:30][N:31]([CH3:32])[CH3:33].[OH:1][C:2](=[O:3])[c:4]1[cH:5][cH:6][c:7]([OH:8])[cH:9][cH:10]1>>[C:2](=[O:3])([c:4]1[cH:5][cH:6][c:7]([OH:8])[cH:9][cH:10]1)[NH:11][c:12]1[cH:13][cH:14][cH:15][cH:16][cH:17]1. Procedure: Prepared in analogous manner to Example 9 from tert.butyl 4'-[(2-n-butyl-6-hydroxy-benzimidazol-1-yl)-methyl]biphenyl-2-carboxylate and trifluoroacetic acid. Product: C(CCC)C1=NC2=C(N1CC1=CC=C(C=C1)C=1C(=CC=CC1)C(=O)O)C=C(C=C2)O (4'-[(2-n-Butyl-6-hydroxy-benzimidazol-1-yl)-methyl]biphenyl-2-carboxylic acid). The reactants are C(CCC)C1=NC2=C(N1CC1=CC=C(C=C1)C=1C(=CC=CC1)C(=O)OC(C)(C)C)C=C(C=C2)O (tert.butyl 4'-[(2-n-butyl-6-hydroxy-benzimidazol-1-yl)-methyl]biphenyl-2-carboxylate), FC(C(=O)O)(F)F (trifluoroacetic acid). As a reaction SMILES: [CH2:1]([C:5]1[N:9]([CH2:10][C:11]2[CH:16]=[CH:15][C:14]([C:17]3[C:18]([C:23]([O:25]C(C)(C)C)=[O:24])=[CH:19][CH:20]=[CH:21][CH:22]=3)=[CH:13][CH:12]=2)[C:8]2[CH:30]=[C:31]([OH:34])[CH:32]=[CH:33][C:7]=2[N:6]=1)[CH2:2][CH2:3][CH3:4].FC(F)(F)C(O)=O>>[CH2:1]([C:5]1[N:9]([CH2:10][C:11]2[CH:12]=[CH:13][C:14]([C:17]3[C:18]([C:23]([OH:25])=[O:24])=[CH:19][CH:20]=[CH:21][CH:22]=3)=[CH:15][CH:16]=2)[C:8]2[CH:30]=[C:31]([OH:34])[CH:32]=[CH:33][C:7]=2[N:6]=1)[CH2:2][CH2:3][CH3:4]. Starting materials: CN(C)C=O, O=[N+]([O-])c1ccc(C=Cc2nc(Cl)c3ccccc3n2)o1, Nc1ccccc1O, O. The product is O=[N+]([O-])c1ccc(C=Cc2nc(Nc3ccccc3O)c3ccccc3n2)o1. As a reaction SMILES: [CH3:9][N:10]([CH3:11])[CH:12]=[O:13].[N+:14](=[O:15])([O-:16])[c:17]1[cH:18][cH:19][c:20]([CH:22]=[CH:23][c:24]2[n:25][c:26]3[cH:27][cH:28][cH:29][cH:30][c:31]3[c:32]([Cl:34])[n:33]2)[o:21]1.[NH2:1][c:2]1[c:3]([OH:8])[cH:4][cH:5][cH:6][cH:7]1.[OH2:35]>>[NH:1]([c:2]1[c:3]([OH:8])[cH:4][cH:5][cH:6][cH:7]1)[c:32]1[c:31]2[c:26]([n:25][c:24]([CH:23]=[CH:22][c:20]3[cH:19][cH:18][c:17]([N+:14](=[O:15])[O-:16])[o:21]3)[n:33]1)[cH:27][cH:28][cH:29][cH:30]2.